This data is from the Open Reaction Database (ORD), a public repository of structured organic reaction records. The task is: describe an organic reaction: reactants, conditions, products, and yield Starting materials: CC(CCCCCC)NC1=CC=C(C=C1)N (N-(2-octyl)-p-phenylenediamine), C(C)(C)OCCCBr (3-isopropoxypropyl bromide). Solvent: C1(=C(C(=C(C(=C1F)F)F)N)F)N.Cl.Cl (dihydrochloride). Yields the product C(C)(C)OCCCNC1=CC=C(C=C1)NC(C)CCCCCC (N-(3-isopropoxypropyl)-N'-(2-octyl)-p-phenylenediamine). RXN SMILES: [CH3:1][CH:2]([NH:9][C:10]1[CH:15]=[CH:14][C:13]([NH2:16])=[CH:12][CH:11]=1)[CH2:3][CH2:4][CH2:5][CH2:6][CH2:7][CH3:8].[CH:17]([O:20][CH2:21][CH2:22][CH2:23]Br)([CH3:19])[CH3:18]>C1(N)C(F)=C(F)C(F)=C(N)C=1F.Cl.Cl>[CH:17]([O:20][CH2:21][CH2:22][CH2:23][NH:16][C:13]1[CH:14]=[CH:15][C:10]([NH:9][CH:2]([CH2:3][CH2:4][CH2:5][CH2:6][CH2:7][CH3:8])[CH3:1])=[CH:11][CH:12]=1)([CH3:19])[CH3:18] |f:2.3.4|. Procedure details: Following the same conditions as in Example 4, but reacting N-(2-octyl)-p-phenylenediamine with 3-isopropoxypropyl bromide, there is obtained the title product in dihydrochloride salt form (m.p. 200°-202°C). Starting materials: O=C(O)C=CC(=O)O, CCOC(C)=O, CN1CC(O)C(n2c(=NC#N)[nH]c3cc(C=C4c5ccccc5COc5cc(F)ccc54)ccc32)C1, [Na+], [OH-], O, O=C(O)C(F)(F)F. Product: CN1CC(O)C(n2c(=NC(N)=O)[nH]c3cc(C=C4c5ccccc5COc5cc(F)ccc54)ccc32)C1. Reaction SMILES: [C:9]([OH:10])(=[O:11])[CH:12]=[CH:13][C:14]([OH:15])=[O:16].[CH3:55][CH2:56][O:57][C:58](=[O:59])[CH3:60].[F:17][c:18]1[cH:19][cH:20][c:21]2[c:22]([cH:52]1)[O:23][CH2:24][c:25]1[c:26]([cH:48][cH:49][cH:50][cH:51]1)[C:27]2=[CH:28][c:29]1[cH:30][c:31]2[c:32]([n:33]([CH:39]3[CH2:40][N:41]([CH3:45])[CH2:42][CH:43]3[OH:44])[c:34](=[N:36][C:37]#[N:38])[nH:35]2)[cH:46][cH:47]1.[Na+:54].[OH-:53].[OH2:8].[OH:1][C:2]([C:3]([F:4])([F:5])[F:6])=[O:7]>>[O:1]=[C:37]([N:36]=[c:34]1[n:33]([CH:39]2[CH2:40][N:41]([CH3:45])[CH2:42][CH:43]2[OH:44])[c:32]2[c:31]([cH:30][c:29]([CH:28]=[C:27]3[c:21]4[cH:20][cH:19][c:18]([F:17])[cH:52][c:22]4[O:23][CH2:24][c:25]4[c:26]3[cH:48][cH:49][cH:50][cH:51]4)[cH:47][cH:46]2)[nH:35]1)[NH2:38].